This data is from the Open Reaction Database (ORD), a public repository of structured organic reaction records. The task is: describe an organic reaction: reactants, conditions, products, and yield The reactants are BrCC1=C(C=CC(=C1)[N+](=O)[O-])C(=O)C1=C(C=C(C=C1)[N+](=O)[O-])CBr (bromomethyl-p-nitro-phenyl-ketone), BrC(C=O)C1=CC=CC=C1 (α-bromo-α-phenyl-acetaldehyde). The product is [N+](=O)([O-])C1=CC=C(C=C1)C(C)=O (p-nitro-acetophenone). The yield is 98.0%. Reaction SMILES: BrC[C:3]1[CH:8]=[C:7]([N+:9]([O-:11])=[O:10])[CH:6]=[CH:5][C:4]=1[C:12]([C:14]1C=CC([N+]([O-])=O)=CC=1CBr)=[O:13].BrC(C1C=CC=CC=1)C=O>>[N+:9]([C:7]1[CH:6]=[CH:5][C:4]([C:12](=[O:13])[CH3:14])=[CH:3][CH:8]=1)([O-:11])=[O:10]. Reported procedure: One proceeds according to Example 14 but bromomethyl-p-nitro-phenyl-ketone is used as starting material in the place of α-bromo-α-phenyl-acetaldehyde. The reaction mixture is not worked up by the extraction method according to Example 14 but by precipitating the product with 50 ml of water, filtering off the same and washing it three times with 20 ml of water each. Thus 16.1 g of the desired compound are obtained, yield 98%.